From a dataset of the Open Reaction Database (ORD), a public repository of structured organic reaction records. describe an organic reaction: reactants, conditions, products, and yield The reactants are [OH-].[Li+] (Lithium hydroxide), COC1=C(C(=O)OC)C=C(C=C1)C=1SC=CC1 (methyl 2-Methoxy-5-(thiophene-2-yl)benzoate). Run in C1(=CC=CC=C1)C.C(C)O.O (toluene ethanol water). Reaction conditions: time 8 hour. Product: COC1=C(C(=O)O)C=C(C=C1)C=1SC=CC1 (2-Methoxy-5-(thiophene-2-yl)benzoic acid). Reaction SMILES: [OH-].[Li+].[CH3:3][O:4][C:5]1[CH:14]=[CH:13][C:12]([C:15]2[S:16][CH:17]=[CH:18][CH:19]=2)=[CH:11][C:6]=1[C:7]([O:9]C)=[O:8]>C1(C)C=CC=CC=1.C(O)C.O>[CH3:3][O:4][C:5]1[CH:14]=[CH:13][C:12]([C:15]2[S:16][CH:17]=[CH:18][CH:19]=2)=[CH:11][C:6]=1[C:7]([OH:9])=[O:8] |f:0.1,3.4.5|. Reported procedure: Lithium hydroxide (43 mg) was added to methyl 2-Methoxy-5-(thiophene-2-yl)benzoate (102 mg) in a solvent mixture of tetrahydrofuran/methanol/water (2/1/1, 3 ml), and they were stirred overnight. The solvent was evaporated, and the residue was added to 3 N hydrochloric acid. The white solid thus precipitated was taken by the filtration as the title compound. Reactants: OO (H2O2), C(C)(C)C=1C=C2C(C(NC2=CC1)=O)=O (5-isopropyl-1H-indole-2,3-dione), [OH-].[Na+] (NaOH). Solvent: O (H2O). Run at time 3 hour. The product is C(C)(C)C1=CC=C(C(C(=O)O)=C1)N (5-isopropylanthranilic acid). RXN SMILES: [OH:1]O.[CH:3]([C:6]1[CH:7]=[C:8]2[C:12](=[CH:13][CH:14]=1)[NH:11]C(=O)[C:9]2=[O:16])([CH3:5])[CH3:4].[OH-].[Na+]>O>[CH:3]([C:6]1[CH:7]=[C:8]([C:9]([OH:16])=[O:1])[C:12]([NH2:11])=[CH:13][CH:14]=1)([CH3:4])[CH3:5] |f:2.3|. Procedure details: Step 1): 30% H2O2 (6 ml) was added to a solution of 5-isopropyl-1H-indole-2,3-dione [J. Med. Chem., 19, 391(1976)] (4.0 g, 21.1 mmol) in 1N-NaOH (15 ml) at 5° C. The mixture was stirred for 3 hours at room temperature and then poured into H2O and acidified. The precipitates were filtered to give 5-isopropylanthranilic acid, 2.6 g (68.6%): mp 93°-95° C. Starting materials: C(C1=CC=CC=C1)N1C(NC(C(=C1)C)=O)=O (1-benzyl-5-methyl-1H-pyrimidine-2,4-dione), [OH-].[Na+] (sodium hydroxide), C(C)(C)(C)OC(=O)NCCCBr (N-tert-butoxycarbonyl-3-bromopropylamine). The reagents and catalysts are [Br-].C(CCC)[N+](CCCC)(CCCC)CCCC (tetrabutylammonium bromide). Run in CN(C=O)C (N,N-dimethylformamide). Conditions: temperature 60 celsius. Yields the product C(C)(C)(C)OC(=O)NCCCN1C(N(C=C(C1=O)C)CC1=CC=CC=C1)=O (3-(3-tert-butoxycarbonylaminopropyl)-1-benzyl-5-methyl-1H-pyrimidine-2,4-dione). As a reaction SMILES: [CH2:1]([N:8]1[CH:13]=[C:12]([CH3:14])[C:11](=[O:15])[NH:10][C:9]1=[O:16])[C:2]1[CH:7]=[CH:6][CH:5]=[CH:4][CH:3]=1.[OH-].[Na+].[C:19]([O:23][C:24]([NH:26][CH2:27][CH2:28][CH2:29]Br)=[O:25])([CH3:22])([CH3:21])[CH3:20]>CN(C)C=O.[Br-].C([N+](CCCC)(CCCC)CCCC)CCC>[C:19]([O:23][C:24]([NH:26][CH2:27][CH2:28][CH2:29][N:10]1[C:11](=[O:15])[C:12]([CH3:14])=[CH:13][N:8]([CH2:1][C:2]2[CH:3]=[CH:4][CH:5]=[CH:6][CH:7]=2)[C:9]1=[O:16])=[O:25])([CH3:22])([CH3:21])[CH3:20] |f:1.2,5.6|. Reported procedure: To a solution of 1-benzyl-5-methyl-1H-pyrimidine-2,4-dione (1.0 g, 4.6 mmol) in N,N-dimethylformamide (15 mL) was added tetrabutylammonium bromide (60 mg, 0.2 mmol) and sodium hydroxide (200 mg, 5.1 mmol). The suspension was stirred vigorously, heated to 60° C. for 1.5 h and then cooled to ambient temperature. N-tert-butoxycarbonyl-3-bromopropylamine (1.2 g, 5.1 mmol) was added, the reaction was heated to 40° C. for 20 h and then concentrated in vacuo. The residue was taken up in ethyl acetate:w... Reactants: BrB(Br)Br (Tribromoborane), ClC1=CC=C(C(=O)C=2C=C3C(=CC(N(C3=CC2)C)=O)C2=CC(=CC=C2)OC)C=C1 (6-(4-chlorobenzoyl)-4-(3-methoxyphenyl)-1-methyl-2(1H)-quinolinone), C(=O)([O-])[O-].[K+].[K+] (K2CO3). Run in C(Cl)Cl (DCM). Run at temperature 0 celsius. Product: ClC1=CC=C(C(=O)C=2C=C3C(=CC(N(C3=CC2)C)=O)C2=CC(=CC=C2)O)C=C1 (6-(4-chlorobenzoyl)-4-(3-hydroxyphenyl)-1-methyl-2(1H)-quinolinone). Reaction SMILES: [Cl:1][C:2]1[CH:29]=[CH:28][C:5]([C:6]([C:8]2[CH:9]=[C:10]3[C:15](=[CH:16][CH:17]=2)[N:14]([CH3:18])[C:13](=[O:19])[CH:12]=[C:11]3[C:20]2[CH:25]=[CH:24][CH:23]=[C:22]([O:26]C)[CH:21]=2)=[O:7])=[CH:4][CH:3]=1.BrB(Br)Br.C([O-])([O-])=O.[K+].[K+]>C(Cl)Cl>[Cl:1][C:2]1[CH:3]=[CH:4][C:5]([C:6]([C:8]2[CH:9]=[C:10]3[C:15](=[CH:16][CH:17]=2)[N:14]([CH3:18])[C:13](=[O:19])[CH:12]=[C:11]3[C:20]2[CH:25]=[CH:24][CH:23]=[C:22]([OH:26])[CH:21]=2)=[O:7])=[CH:28][CH:29]=1 |f:2.3.4|. Procedure: Interm. (b 7-g) (6.8 g) was added to DCM (210 ml), stirred at 0° C. Tribromoborane (67.3 ml) was added dropwise and the reaction mixture was stirred at 0° C. for 15 minutes. The mixture was brought to room temperature, stirred at room temperature for 30 minutes and K2CO3 10% was added. The organic layer was separated, dried (MgSO4), filtered, and the solvent was evaporated, yielding 6.6 g of 6-(4-chlorobenzoyl)-4-(3-hydroxyphenyl)-1-methyl-2(1H)-quinolinone (interm. 7-h) (quantitative yield; use... Starting materials: CCOC(C)=O, Fc1ccc2c(c1)OCC=C2. Yields the product Fc1ccc2c(c1)OCCC2. As a reaction SMILES: [CH3:12][CH2:13][O:14][C:15](=[O:16])[CH3:17].[F:1][c:2]1[cH:3][cH:4][c:5]2[c:10]([cH:11]1)[O:9][CH2:8][CH:7]=[CH:6]2>>[F:1][c:2]1[cH:3][cH:4][c:5]2[c:10]([cH:11]1)[O:9][CH2:8][CH2:7][CH2:6]2. Reactants: ClC(CN1C=NC=C1)(CCCC)C1=C(C=C(C=C1)Cl)Cl (1-[2-chloro-2-(2,4-dichlorophenyl)hexyl] imidazole), [OH-].[Na+] (sodium hydroxide), ice water. Run in CS(=O)C (dimethyl sulfoxide). The product is ClC1=C(C=CC(=C1)Cl)C(=CN1C=NC=C1)CCCC (1-[2-(2,4-Dichlorophenyl)hex-1-enyl] imidazole). Isolated yield 67.4%. RXN SMILES: Cl[C:2]([C:13]1[CH:18]=[CH:17][C:16]([Cl:19])=[CH:15][C:14]=1[Cl:20])([CH2:9][CH2:10][CH2:11][CH3:12])[CH2:3][N:4]1[CH:8]=[CH:7][N:6]=[CH:5]1.[OH-].[Na+]>CS(C)=O>[Cl:20][C:14]1[CH:15]=[C:16]([Cl:19])[CH:17]=[CH:18][C:13]=1[C:2]([CH2:9][CH2:10][CH2:11][CH3:12])=[CH:3][N:4]1[CH:8]=[CH:7][N:6]=[CH:5]1 |f:1.2|. Procedure: To a solution of 10 g of 1-[2-chloro-2-(2,4-dichlorophenyl)hexyl] imidazole in 100 ml of dimethyl sulfoxide is added 25 ml of 50% sodium hydroxide solution dropwise at room temperature. The reaction mixture is heated at 60° for 2 hours. It is then poured into 300 ml of ice water and extracted with ether. The combined ether extracts are washed with saturated sodium chloride solution and dried over magnesium sulfate. Drying agent is filered and to the filtrate is added concentrated nitric acid dro... The reactants are ClC1=CC(=NC2=CC=CC(=C12)Cl)N1CC2=C(CCC1)C=CC=C2 (2-(4,5-dichloroquinolin-2-yl)-2,3,4,5-tetrahydro-1H-2-benzazepine), C(CN)N (ethane-1,2-diamine). The solvent is C(C)(=O)OCC (ethyl acetate). Conditions: temperature 150 celsius, time 2 hour. Product: ClC1=C2C(=CC(=NC2=CC=C1)N1CC2=C(CCC1)C=CC=C2)NCCN (N-[5-Chloro-2-(1,3,4,5-tetrahydro-2H-2-benzazepin-2-yl)quinolin-4-yl]ethane-1,2-diamine). As a reaction SMILES: Cl[C:2]1[C:11]2[C:6](=[CH:7][CH:8]=[CH:9][C:10]=2[Cl:12])[N:5]=[C:4]([N:13]2[CH2:19][CH2:18][CH2:17][C:16]3[CH:20]=[CH:21][CH:22]=[CH:23][C:15]=3[CH2:14]2)[CH:3]=1.[CH2:24]([NH2:27])[CH2:25][NH2:26]>C(OCC)(=O)C>[Cl:12][C:10]1[CH:9]=[CH:8][CH:7]=[C:6]2[C:11]=1[C:2]([NH:26][CH2:25][CH2:24][NH2:27])=[CH:3][C:4]([N:13]1[CH2:19][CH2:18][CH2:17][C:16]3[CH:20]=[CH:21][CH:22]=[CH:23][C:15]=3[CH2:14]1)=[N:5]2. Reported procedure: The mixture of 2-(4,5-dichloroquinolin-2-yl)-2,3,4,5-tetrahydro-1H-2-benzazepine prepared above and ethane-1,2-diamine (2 mL) was heated with stirring in a 10 mL microwave process vial for 2 hours at 150° C. under microwave irradiation. The reaction mixture was diluted with ethyl acetate (20 mL), and then washed with water (20 mL). The organic fraction was dried over sodium sulfate, and concentrated under reduced pressure to give a residue which was purified by preparative HPLC to give 20 mg of ... Starting materials: N1N=CC=C1C(=O)OCC (ethyl 1H-pyrazole-5-carboxylate), IC(C)C (2-Iodopropane), IC(C)C (2-iodopropane), C([O-])([O-])=O.[Cs+].[Cs+] (cesium carbonate), IC(C)C (2-iodopropane). Run in C(C)#N (acetonitrile). Run at temperature 20 celsius, time 18 hour. The product is CC(C)N1N=CC=C1C(=O)OCC (Ethyl 1-(1-methylethyl)-1H-pyrazole-5-carboxylate). RXN SMILES: [NH:1]1[C:5]([C:6]([O:8][CH2:9][CH3:10])=[O:7])=[CH:4][CH:3]=[N:2]1.C(=O)([O-])[O-].[Cs+].[Cs+].I[CH:18]([CH3:20])[CH3:19]>C(#N)C>[CH3:19][CH:18]([N:1]1[C:5]([C:6]([O:8][CH2:9][CH3:10])=[O:7])=[CH:4][CH:3]=[N:2]1)[CH3:20] |f:1.2.3|. Procedure details: To a solution of ethyl 1H-pyrazole-5-carboxylate (1 g) (for example, available form Bio-Farma) in acetonitrile (80 ml) was added cesium carbonate (2.32 g). 20 min later 2-iodopropane (0.714 ml) was added and the mixture stirred under nitrogen at 20° C. for 18 h. 2-Iodopropane (0.714 ml) was added and the mixture stirred under nitrogen at 20° C. for 5 h. Then further 2-iodopropane (0.714 ml) was added and the mixture was stirred at 20° C. for 18 h. The solvent was removed in vacuo and the residue...